This data is from the Open Reaction Database (ORD), a public repository of structured organic reaction records. The task is: describe an organic reaction: reactants, conditions, products, and yield Reactants: BrBr, ClC(Cl)(Cl)Cl, c1ccncc1, c1cnc2ccncc2c1. Product: Brc1cncc2cccnc12. Reaction SMILES: [Br:11][Br:12].[Cl:19][C:20]([Cl:21])([Cl:22])[Cl:23].[cH:13]1[cH:14][cH:15][n:16][cH:17][cH:18]1.[n:1]1[cH:2][cH:3][cH:4][c:5]2[cH:6][n:7][cH:8][cH:9][c:10]12>>[n:1]1[cH:2][cH:3][cH:4][c:5]2[cH:6][n:7][cH:8][c:9]([Br:11])[c:10]12.